From a dataset of the Open Reaction Database (ORD), a public repository of structured organic reaction records. describe an organic reaction: reactants, conditions, products, and yield The reactants are FC(C(/C=C/C1=CC=C(C2=CC=CC=C12)CN)C1=CC(=C(C(=C1)Cl)Cl)Cl)(F)F ((E)-(4-(4,4,4-trifluoro-3-(3,4,5-trichlorophenyl)but-1-en-1-yl)naphthalen-1-yl)methanamine), FC(CC(=O)O)(F)F (3,3,3-trifluoropropanoic acid), C=1C=CC2=C(C1)N=NN2O (HOBt), CCN=C=NCCCN(C)C.Cl (EDC.HCl), CCN(C(C)C)C(C)C (DIPEA). Run in C(Cl)Cl (CH2Cl2), O (water), O (H2O). Conditions: time 18 hour. Product: FC(CC(=O)NCC1=CC=C(C2=CC=CC=C12)\C=C\C(C(F)(F)F)C1=CC(=C(C(=C1)Cl)Cl)Cl)(F)F ((E)-3,3,3-Trifluoro-N-((4-(4,4,4-trifluoro-3-(3,4,5-trichlorophenyl)but-1-en-1-yl)naphthalen-1-yl)methyl)propanamide), material. Isolated yield 50.0%. Reaction SMILES: [F:1][C:2]([F:28])([F:27])[CH:3]([C:18]1[CH:23]=[C:22]([Cl:24])[C:21]([Cl:25])=[C:20]([Cl:26])[CH:19]=1)/[CH:4]=[CH:5]/[C:6]1[C:15]2[C:10](=[CH:11][CH:12]=[CH:13][CH:14]=2)[C:9]([CH2:16][NH2:17])=[CH:8][CH:7]=1.[F:29][C:30]([F:36])([F:35])[CH2:31][C:32](O)=[O:33].C1C=CC2N(O)N=NC=2C=1.CCN=C=NCCCN(C)C.Cl.CCN(C(C)C)C(C)C>C(Cl)Cl.O>[F:29][C:30]([F:36])([F:35])[CH2:31][C:32]([NH:17][CH2:16][C:9]1[C:10]2[C:15](=[CH:14][CH:13]=[CH:12][CH:11]=2)[C:6](/[CH:5]=[CH:4]/[CH:3]([C:18]2[CH:19]=[C:20]([Cl:26])[C:21]([Cl:25])=[C:22]([Cl:24])[CH:23]=2)[C:2]([F:1])([F:27])[F:28])=[CH:7][CH:8]=1)=[O:33] |f:3.4|. Procedure: To a stirred solution of (E)-(4-(4,4,4-trifluoro-3-(3,4,5-trichlorophenyl)but-1-en-1-yl)naphthalen-1-yl)methanamine (0.1 g, 0.22 mmol) in CH2Cl2 (8 mL) were added 3,3,3-trifluoropropanoic acid (0.032 g, 0.24 mmol), HOBt.H2O (52 mg, 0.33 mmol), EDC.HCl (0.065 g, 0.33 mmol) and DIPEA (0.044 g, 0.45 mmol), and the resultant reaction mixture was stirred at ambient temperature for 18 h. The reaction mixture was diluted with water and extracted with EtOAc (3×30 mL). The combined EtOAc layer was washed... Starting materials: [BH4-].[Na+] (Sodium borohydride), C1(C=2C(C(N1CCCOC1=CC=NC=C1)=O)=CC=CC2)=O (4-(3-phthalimidopropyloxy)pyridine). Solvent: C(C)O (ethanol). Run at time 15 minute. Product: OC1N(C(C2=CC=CC=C12)=O)CCCOC1=CC=NC=C1 (4-[3-(3-hydroxyisoindolin-1-on-2-yl)propyloxy]pyridine). Yield: 54.2%. Reaction SMILES: [BH4-].[Na+].[C:3]1(=[O:23])[N:7]([CH2:8][CH2:9][CH2:10][O:11][C:12]2[CH:17]=[CH:16][N:15]=[CH:14][CH:13]=2)[C:6](=[O:18])[C:5]2=[CH:19][CH:20]=[CH:21][CH:22]=[C:4]12>C(O)C>[OH:23][CH:3]1[C:4]2[C:5](=[CH:19][CH:20]=[CH:21][CH:22]=2)[C:6](=[O:18])[N:7]1[CH2:8][CH2:9][CH2:10][O:11][C:12]1[CH:17]=[CH:16][N:15]=[CH:14][CH:13]=1 |f:0.1|. Reported procedure: Sodium borohydride [1.89 g (50 mmol)] was added to a solution of 2.82 g (10.0 mmol) of 4-(3-phthalimidopropyloxy)pyridine in 150 ml of ethanol. The mixture was stirred at room temperature for 15 minutes. After the solvent was distilled off, brine was added to the residue. The mixture was extracted with chloroform and dried over anhydrous magnesium sulfate, and then the solvent was distilled off. The residue was purified by column chromatography (eluent: ethanol/ethyl acetate=1:10), and then recr... The reactants are BrC1=CC=C(C=CC(=O)O)C=C1 (4-bromocinnamic acid), S(=O)(Cl)Cl (thionyl chloride), CO (methanol). Procedure details: To a stirred solution of 4-bromocinnamic acid (16 g) in methanol (150 mL) was added thionyl chloride (30 mL) at 0° C. The reaction mixture was warmed to room temperature and refluxed for 3 hours. After cooling to room temperature the solvents were evaporated to dryness. The crude compound obtained was used as such for the next step. The product is BrC1=CC=C(C=C1)/C=C/C(=O)OC (methyl (2E)-3-(4-bromophenyl)prop-2-enoate). Reaction SMILES: [Br:1][C:2]1[CH:12]=[CH:11][C:5]([CH:6]=[CH:7][C:8]([OH:10])=[O:9])=[CH:4][CH:3]=1.S(Cl)(Cl)=O.[CH3:17]O>>[Br:1][C:2]1[CH:3]=[CH:4][C:5](/[CH:6]=[CH:7]/[C:8]([O:10][CH3:17])=[O:9])=[CH:11][CH:12]=1.